From a dataset of the Open Reaction Database (ORD), a public repository of structured organic reaction records. describe an organic reaction: reactants, conditions, products, and yield The reactants are C(C)(=O)OC=1C(=NC=CC1)OCC(=O)OCC (3-acetoxy-2-(ethoxycarbonyl)methoxypyridine), C([O-])([O-])=O.[K+].[K+] (potassium carbonate), [Cl-].[Na+] (sodium chloride), Cl (hydrochloric acid). The solvent is C(C)O (ethanol), O (water). Product: OC=1C(=NC=CC1)OCC(=O)OCC (3-hydroxy-2-(ethoxycarbonyl)methoxypyridine). The yield is 91.9%. As a reaction SMILES: C([O:4][C:5]1[C:6]([O:11][CH2:12][C:13]([O:15][CH2:16][CH3:17])=[O:14])=[N:7][CH:8]=[CH:9][CH:10]=1)(=O)C.C(=O)([O-])[O-].[K+].[K+].[Cl-].[Na+].Cl>O.C(O)C>[OH:4][C:5]1[C:6]([O:11][CH2:12][C:13]([O:15][CH2:16][CH3:17])=[O:14])=[N:7][CH:8]=[CH:9][CH:10]=1 |f:1.2.3,4.5|. Procedure details: A mixture of 13.8 g of 3-acetoxy-2-(ethoxycarbonyl)methoxypyridine, 4.38 g of potassium carbonate and 60 ml of ethanol was stirred for over night at room temperature. The reaction solution was poured into a mixture of water, sodium chloride and hydrochloric acid, and extracted with ethyl acetate. The organic layer was washed with saturated saline, dried over anhydrous magnesium sulfate, and concentrated. The residue was subjected to silica gel column chromatography to obtain 10.45 g of 3-hydroxy... Starting materials: COC(C=1SC=C(N1)[C@H]1N(C[C@@H](C1)OS(=O)(=O)C)C(=O)OCC1=CC=C(C=C1)[N+](=O)[O-])OC ((2S, 4R)-2-[2-(dimethoxymethyl)-thiazol-4-yl]-4-methanesulfonyloxy-1-(4-nitrobenzyloxycarbonyl) pyrrolidine), C1(=CC=C(C=C1)S(=O)(=O)O)C (p-toluenesulfonic acid). Solvent: CC(=O)C (acetone). Yields the product C(=O)C=1SC=C(N1)[C@H]1N(C[C@@H](C1)OS(=O)(=O)C)C(=O)OCC1=CC=C(C=C1)[N+](=O)[O-] ((2S,4R)-2-(2-formylthiazol-4-yl) -4-methanesulfonyloxy-1-(4-nitrobenzyloxycarbonyl) pyrrolidine). Yield: 95.7%. Reaction SMILES: C[O:2][CH:3](OC)[C:4]1[S:5][CH:6]=[C:7]([C@@H:9]2[CH2:13][C@@H:12]([O:14][S:15]([CH3:18])(=[O:17])=[O:16])[CH2:11][N:10]2[C:19]([O:21][CH2:22][C:23]2[CH:28]=[CH:27][C:26]([N+:29]([O-:31])=[O:30])=[CH:25][CH:24]=2)=[O:20])[N:8]=1.C1(C)C=CC(S(O)(=O)=O)=CC=1>CC(C)=O>[CH:3]([C:4]1[S:5][CH:6]=[C:7]([C@@H:9]2[CH2:13][C@@H:12]([O:14][S:15]([CH3:18])(=[O:17])=[O:16])[CH2:11][N:10]2[C:19]([O:21][CH2:22][C:23]2[CH:28]=[CH:27][C:26]([N+:29]([O-:31])=[O:30])=[CH:25][CH:24]=2)=[O:20])[N:8]=1)=[O:2]. Procedure details: To a solution of (2S, 4R)-2-[2-(dimethoxymethyl)-thiazol-4-yl]-4-methanesulfonyloxy-1-(4-nitrobenzyloxycarbonyl) pyrrolidine (2.6 g) in acetone (100 ml) was added p-toluenesulfonic acid (0.49 g) at room temperature. After stirring under reflux for 1 hour, the mixture was evaporated. The residue was dissolved in ethyl acetate, washed in turn with saturated aqueous sodium bicarbonate and brine, and dried over magnesium sulfate. The organic layer was evaporated to give (2S,4R)-2-(2-formylthiazol-4-...